From a dataset of the Open Reaction Database (ORD), a public repository of structured organic reaction records. describe an organic reaction: reactants, conditions, products, and yield The reactants are C(C=C)N(C(OC(C)(C)C)=O)C=1C(=NC=CC1)Br (tert-butyl allyl(2-bromopyridin-3-yl)carbamate), C1=CC=C(C=C1)P(C2=CC=CC=C2)C3=CC=CC=C3 (PPh3), CC(=O)[O-].[K+] (KOAc), C=C1CN(C=2C1=NC=CC2)C(=O)OC(C)(C)C (tert-butyl 3-methylene-2,3-dihydro-1H-pyrrolo[3,2-b]pyridine-1-carboxylate). The reagents and catalysts are CC(=O)[O-].CC(=O)[O-].[Pd+2] (Pd(OAc)2), O.[Cl-].C(C)[N+](CC)(CC)CC (tetraethyl ammonium chloride hydrate). Solvent: CN(C)C=O (DMF), CCOC(=O)C (EtOAc), C(=O)(O)[O-].[Na+] (NaHCO3). Run at temperature 110 celsius, time 16 hour. The product is O=C1CN(C=2C1=NC=CC2)C(=O)OC(C)(C)C (tert-butyl 3-oxo-2,3-dihydro-1H-pyrrolo[3,2-b]pyridine-1-carboxylate). As a reaction SMILES: C=[C:2]1[C:6]2=[N:7][CH:8]=[CH:9][CH:10]=[C:5]2[N:4]([C:11]([O:13][C:14]([CH3:17])([CH3:16])[CH3:15])=[O:12])[CH2:3]1.C(N(C1C(Br)=NC=CC=1)C(=O)[O:23]C(C)(C)C)C=C.C1C=CC(P(C2C=CC=CC=2)C2C=CC=CC=2)=CC=1.CC([O-])=O.[K+]>CN(C=O)C.O.[Cl-].C([N+](CC)(CC)CC)C.CCOC(C)=O.C([O-])(O)=O.[Na+].CC([O-])=O.CC([O-])=O.[Pd+2]>[O:23]=[C:2]1[C:6]2=[N:7][CH:8]=[CH:9][CH:10]=[C:5]2[N:4]([C:11]([O:13][C:14]([CH3:17])([CH3:16])[CH3:15])=[O:12])[CH2:3]1 |f:3.4,6.7.8,10.11,12.13.14|. Procedure details: tert-butyl 3-methylene-2,3-dihydro-1H-pyrrolo[3,2-b]pyridine-1-carboxylate. To a solution of tert-butyl allyl(2-bromopyridin-3-yl)carbamate (1 eq.) in DMF (0.2 M), PPh3 (0.25 eq.), Pd(OAc)2 (0.1 eq), and KOAc (5 eq.), is added, under an argon atmosphere, tetraethyl ammonium chloride hydrate (2 eq.). The flask is purged with argon for 15 min, and the resulting reaction mixture is stirred at 110° C. for 16 h. The reaction progress is monitored by TLC. The reaction mixture is diluted with EtOAc and... Starting materials: solid, Cl.Cl.O1CCC2=C1C=CC=C2C2CCN(CC2)CC[C@@H]2CC[C@H](CC2)N (trans-4-{2-[4-(2,3-dihydro-benzofuran-4-yl)-piperidin-1-yl]-ethyl}-cyclohexylamine dihydrochloride), Cl.Cl.O1CCC2=C1C=CC=C2C2CCN(CC2)CC[C@@H]2CC[C@H](CC2)N (trans-4-{2-[4-(2,3-dihydro-benzofuran-4-yl)-piperidin-1-yl]-ethyl}-cyclohexylamine dihydrochloride), C(C)(=O)O (acetic acid). Product: O1CCC2=C1C=CC=C2C2CCN(CC2)CC[C@@H]2CC[C@H](CC2)NC(C)=O (trans-N-(4-{2-[4-(2,3-Dihydro-benzofuran-4-yl)-piperidin-1-yl]-ethyl}-cyclohexyl)-acetamide). RXN SMILES: Cl.Cl.[O:3]1[C:7]2[CH:8]=[CH:9][CH:10]=[C:11]([CH:12]3[CH2:17][CH2:16][N:15]([CH2:18][CH2:19][C@H:20]4[CH2:25][CH2:24][C@H:23]([NH2:26])[CH2:22][CH2:21]4)[CH2:14][CH2:13]3)[C:6]=2[CH2:5][CH2:4]1.[C:27](O)(=[O:29])[CH3:28]>>[O:3]1[C:7]2[CH:8]=[CH:9][CH:10]=[C:11]([CH:12]3[CH2:17][CH2:16][N:15]([CH2:18][CH2:19][C@H:20]4[CH2:21][CH2:22][C@H:23]([NH:26][C:27](=[O:29])[CH3:28])[CH2:24][CH2:25]4)[CH2:14][CH2:13]3)[C:6]=2[CH2:5][CH2:4]1 |f:0.1.2|. Procedure: The title compound, off-white solid (33 mg, 48%), MS (ISP) m/z=371.4 [(M+H)+], mp 183° C., was prepared in accordance with the general method of example 1 from trans-4-{2-[4-(2,3-dihydro-benzofuran-4-yl)-piperidin-1-yl]-ethyl}-cyclohexylamine dihydrochloride (intermediate B) (75 mg, 0.19 mmol) and acetic acid. The reactants are CN(C)C=NC(C1=C(N=C(C(=C1)CC)OC)C)=O (N-dimethylaminomethylene-5-ethyl-6-methoxy-2-methylnicotinamide), Cl.NO (hydroxylamine hydrochloride), [OH-].[Na+] (sodium hydroxide), C(C)(=O)O (acetic acid). Run in O1CCOCC1 (1,4-dioxane), O (water). Reaction conditions: temperature 90 celsius, time 45 minute. The product is C(C)C=1C(=NC(=C(C1)C1=NC=NO1)C)OC (3-ethyl-2-methoxy-6-methyl-5-(1,2,4-oxadiazol-5-yl)pyridine). Isolated yield 56.0%. RXN SMILES: C[N:2]([CH:4]=[N:5][C:6](=[O:18])[C:7]1[CH:12]=[C:11]([CH2:13][CH3:14])[C:10]([O:15][CH3:16])=[N:9][C:8]=1[CH3:17])C.Cl.NO.[OH-].[Na+].C(O)(=O)C>O1CCOCC1.O>[CH2:13]([C:11]1[C:10]([O:15][CH3:16])=[N:9][C:8]([CH3:17])=[C:7]([C:6]2[O:18][N:2]=[CH:4][N:5]=2)[CH:12]=1)[CH3:14] |f:1.2,3.4|. Procedure details: In a round bottom flask under a nitrogen atmosphere a mixture of N-dimethylaminomethylene-5-ethyl-6-methoxy-2-methylnicotinamide (synthesized on 1.13 mmol scale) of Step 2, Example 16, hydroxylamine hydrochloride (103 mg, 1.48 mmol) and sodium hydroxide (59.4 mg, 1.48 mmol) and glacial acetic acid (1.7 mL) is treated with water (0.85 mL) and 1,4-dioxane (1.24 mL). The resulting dark mixture is stirred at 90° C. for 45 min. The reaction mixture is evaporated and the residue is partitioned between... The reactants are O=C([O-])O, CCO, Nc1ccc(Cl)cc1F, N#Cc1cnc2cnc(F)cc2c1Cl, [Na+]. Product: N#Cc1cnc2cnc(F)cc2c1Nc1ccc(Cl)cc1F. Reaction SMILES: [C:24](=[O:25])([OH:26])[O-:27].[CH3:29][CH2:30][OH:31].[Cl:15][c:16]1[cH:17][c:18]([F:23])[c:19]([NH2:20])[cH:21][cH:22]1.[Cl:1][c:2]1[c:3]([C:13]#[N:14])[cH:4][n:5][c:6]2[cH:7][n:8][c:9]([F:12])[cH:10][c:11]12.[Na+:28]>>[c:2]1([NH:20][c:19]2[c:18]([F:23])[cH:17][c:16]([Cl:15])[cH:22][cH:21]2)[c:3]([C:13]#[N:14])[cH:4][n:5][c:6]2[cH:7][n:8][c:9]([F:12])[cH:10][c:11]12. The reactants are CN1C(CCC1)=O (N-methyl-2-pyrrolidone), O.C(C)(C)(C)OC(=O)N[C@@H](CC(C)C)C(=O)O (N-(tert-butoxycarbonyl)-L-leucine monohydrate), C(=O)(N1C=NC=C1)N1C=NC=C1 (1,1′-carbonyldiimidazole), CN1C(CCC1)=O (N-methyl-2-pyrrolidone), NC(C1=CC=C(OCCCC2CCN(CC2)CCCOC2=CC=C(C(=O)N)C=C2)C=C1)=NO (4-{3-[4-(3-{4-[amino(hydroxyimino)methyl]phenoxy}propyl)-1-piperidinyl]propoxy}benzamide), oxime. Solvent: O (water), C(C)(=O)OCC (ethyl acetate). Conditions: time 30 minute. Product: NC(C1=CC=C(OCCCC2CCN(CC2)CCCOC2=CC=C(C(=O)N)C=C2)C=C1)=NOC([C@H](CC(C)C)NC(=O)OC(C)(C)C)=O (4-(3-{4-[3-(4-{amino[(2S)-2-(tert-butoxycarbonyl)amino-4-methylpentanoyloxyimino]methyl}phenoxy)propyl]-1-piperidinyl}propoxy)benzamide). Isolated yield 47.6%. RXN SMILES: CN1CCCC1=O.O.[C:9]([O:13][C:14]([NH:16][C@H:17]([C:22]([OH:24])=[O:23])[CH2:18][CH:19]([CH3:21])[CH3:20])=[O:15])([CH3:12])([CH3:11])[CH3:10].C(N1C=CN=C1)(N1C=CN=C1)=O.[NH2:37][C:38](=[N:68]O)[C:39]1[CH:67]=[CH:66][C:42]([O:43][CH2:44][CH2:45][CH2:46][CH:47]2[CH2:52][CH2:51][N:50]([CH2:53][CH2:54][CH2:55][O:56][C:57]3[CH:65]=[CH:64][C:60]([C:61]([NH2:63])=[O:62])=[CH:59][CH:58]=3)[CH2:49][CH2:48]2)=[CH:41][CH:40]=1>O.C(OCC)(=O)C>[NH2:68][C:38](=[N:37][O:23][C:22](=[O:24])[C@@H:17]([NH:16][C:14]([O:13][C:9]([CH3:11])([CH3:10])[CH3:12])=[O:15])[CH2:18][CH:19]([CH3:20])[CH3:21])[C:39]1[CH:67]=[CH:66][C:42]([O:43][CH2:44][CH2:45][CH2:46][CH:47]2[CH2:52][CH2:51][N:50]([CH2:53][CH2:54][CH2:55][O:56][C:57]3[CH:58]=[CH:59][C:60]([C:61]([NH2:63])=[O:62])=[CH:64][CH:65]=3)[CH2:49][CH2:48]2)=[CH:41][CH:40]=1 |f:1.2|. Reported procedure: To an N-methyl-2-pyrrolidone (5 mL) solution of 0.23 g of N-(tert-butoxycarbonyl)-L-leucine monohydrate was added 0.34 g of 1,1′-carbonyldiimidazole at room temperature, which was then stirred at the same temperature for 1 hour and 30 minutes. An N-methyl-2-pyrrolidone (5 mL) solution of 0.20 g of 4-{3-[4-(3-{4-[amino(hydroxyimino)methyl]phenoxy}propyl)-1-piperidinyl]propoxy}benzamide=oxime was added to the mixture at room temperature, which was then stirred at the same temperature for 5 hours. ... As a reaction SMILES: [Al+3:18].[CH2:21]([CH2:22][CH2:23][CH2:24][CH2:25][CH2:26][CH2:27][CH2:28][CH3:29])[c:30]1[cH:31][cH:32][cH:33][cH:34][cH:35]1.[CH3:1][O:2][C:3]([CH2:4][CH2:5][CH2:6][CH2:7][C:8](=[O:9])[OH:10])=[O:11].[Cl-:12].[Cl-:17].[Cl-:19].[Cl-:20].[S:13]([Cl:14])([Cl:15])=[O:16]>>[CH3:1][O:2][C:3]([CH2:4][CH2:5][CH2:6][CH2:7][C:8](=[O:10])[c:33]1[cH:32][cH:31][c:30]([CH2:21][CH2:22][CH2:23][CH2:24][CH2:25][CH2:26][CH2:27][CH2:28][CH3:29])[cH:35][cH:34]1)=[O:11]. Reactants: [Al+3], CCCCCCCCCc1ccccc1, COC(=O)CCCCC(=O)O, [Cl-], [Cl-], [Cl-], [Cl-], O=S(Cl)Cl. Yields the product CCCCCCCCCc1ccc(C(=O)CCCCC(=O)OC)cc1. Reactants: OC1=CC=CC2=C3C=CC=CC3=CN=C12 (4-hydroxyphenanthridine), N (ammonia), Cl.NC1=C(C=C(C=C1)N(CC)CC)C (2-amino-5-diethylaminotoluene hydrochloride), C(C)O (ethanol). The reagents and catalysts are [N+](=O)([O-])[O-].[Ag+] (silver nitrate). Solvent: O (water), O (water). Conditions: temperature 20 celsius, time 24 hour. Yields the product CCCCCC.C(C)(=O)OCC (hexane ethyl acetate). Isolated yield 35.1%. As a reaction SMILES: [OH:1][C:2]1[C:15]2[C:6](=C3C(=CN=2)C=CC=C3)[CH:5]=[CH:4][CH:3]=1.Cl.NC1C=CC(N(CC)CC)=CC=1C.[CH2:30]([OH:32])[CH3:31].N>O.[N+]([O-])([O-])=O.[Ag+]>[CH3:6][CH2:15][CH2:2][CH2:3][CH2:4][CH3:5].[C:30]([O:1][CH2:2][CH3:15])(=[O:32])[CH3:31] |f:1.2,6.7,8.9|. Procedure details: A mixture comprising 390 mg of 4-hydroxyphenanthridine (13), 430 mg of 2-amino-5-diethylaminotoluene hydrochloride (21) and 15 ml of ethanol was stirred at 20° C. and a solution comprising 1.02 g of silver nitrate dissolved in 4.5 ml of water was added thereto drop-by-drop. Then, 1.7 ml of 25% ammonia solution was added and the reaction was allowed to proceed at 20° C. for a period of 24 hr. After the completion of the reaction, the reacted solution was introduced into water. After extraction by...